Dataset: the Open Reaction Database (ORD), a public repository of structured organic reaction records. Task: describe an organic reaction: reactants, conditions, products, and yield Reaction conditions: time 40 minute. Reaction SMILES: C(O[CH:4](OCC)[CH2:5][O:6][C:7]1[CH:12]=[CH:11][C:10]([CH2:13][C:14]([O:16][CH2:17][CH3:18])=[O:15])=[CH:9][CH:8]=1)C>C1C=CC=CC=1>[O:6]1[C:7]2[CH:12]=[CH:11][C:10]([CH2:13][C:14]([O:16][CH2:17][CH3:18])=[O:15])=[CH:9][C:8]=2[CH:4]=[CH:5]1. The reactants are C(C)OC(COC1=CC=C(C=C1)CC(=O)OCC)OCC (ethyl 4-[(2,2-diethoxy)ethoxy]phenylacetate), polyphosphoric acid. Reported procedure: In a 1 L 3-necked flask equipped with a mechanical stirrer and a condenser was added polyphosphoric acid (80 gm) and benzene (450 mL). This mixture was heated to reflux for 15 min and then ethyl 4-[(2,2-diethoxy)ethoxy]phenylacetate (86 gm, 0.29 mol) in benzene (50 mL) was added and the reflux was continued for 40 min. The reaction mixture was cooled and the mobile phase was decanted off. This benzene solution was washed successively with H2O, sat. NaHCO3, and sat. NaCl before being dried over N... Isolated yield 29.4%. Yields the product O1C=CC2=C1C=CC(=C2)CC(=O)OCC (ethyl benzofuran-5-ylacetate). The solvent is C1=CC=CC=C1 (benzene), C1=CC=CC=C1 (benzene). Reactants: C(C)(C)OC([C@H](NC([C@@H](N)CC(O)=O)=O)CO)=O (α-L-aspartyl-D-serine isopropyl ester), C(C)(C)OC([C@H](NC([C@@H](NC([C@H](N)C)=O)CC(O)=O)=O)C)=O (D-Alanyl-α-L-aspartyl-D-alanine isopropyl ester), N-benzyloxycarbonyl-D-alanine N-hydroxysuccinimide ester, Example 16 ( C ). The product is C(C)(C)OC([C@H](NC([C@@H](NC([C@H](N)C)=O)CC(O)=O)=O)CO)=O (D-Alanyl-α-L-aspartyl-D-serine isopropyl ester). As a reaction SMILES: [CH:1]([O:4][C:5](=[O:18])[C@@H:6]([CH2:16][OH:17])[NH:7][C:8](=[O:15])[C@H:9]([CH2:11][C:12](=[O:14])[OH:13])[NH2:10])([CH3:3])[CH3:2].C([O:22][C:23](=O)[C@@H:24]([CH3:39])[NH:25]C(=O)[C@H](CC(=O)O)NC(=O)[C@@H](C)N)(C)C>>[CH:1]([O:4][C:5](=[O:18])[C@@H:6]([CH2:16][OH:17])[NH:7][C:8](=[O:15])[C@H:9]([CH2:11][C:12](=[O:13])[OH:14])[NH:10][C:23](=[O:22])[C@@H:24]([CH3:39])[NH2:25])([CH3:3])[CH3:2]. Procedure: This compound was prepared from 1.9 g α-L-aspartyl-D-serine isopropyl ester and 2.2 g N-benzyloxycarbonyl-D-alanine N-hydroxysuccinimide ester in a manner similar to Example 16 (C) and (D). Yield: 1.8 g, m.p.: 222.5°-234° C.